This data is from the Open Reaction Database (ORD), a public repository of structured organic reaction records. The task is: describe an organic reaction: reactants, conditions, products, and yield As a reaction SMILES: [CH3:1][C:2]1[C:28]([CH3:29])=[CH:27][C:5]2[NH:6][C:7]([C:9]3[NH:10][N:11]=[C:12]4[C:17]=3[CH2:16][CH2:15][N:14]([C:18]3[CH:23]=[CH:22][C:21]([N+:24]([O-])=O)=[CH:20][N:19]=3)[CH2:13]4)=[N:8][C:4]=2[CH:3]=1.[H][H]>C(O)C.[Pd].C([O-])([O-])=O.[Ca+2]>[CH3:1][C:2]1[C:28]([CH3:29])=[CH:27][C:5]2[NH:6][C:7]([C:9]3[NH:10][N:11]=[C:12]4[C:17]=3[CH2:16][CH2:15][N:14]([C:18]3[N:19]=[CH:20][C:21]([NH2:24])=[CH:22][CH:23]=3)[CH2:13]4)=[N:8][C:4]=2[CH:3]=1 |f:3.4.5|. Procedure: 55 mg of Pd/CaCO3 10% are added to a solution of 545 mg of 3-(5,6-dimethyl-1H-benzimidazol-2-yl)-6-(5-nitropyridin-2-yl)-4,5,6,7-tetrahydro-2H-pyrazolo[3,4-c]pyridine in 60 ml of ethanol. After stirring for 15 hours at 35° C. under 3 bar of hydrogen, the reaction medium is brought back to ambient temperature, filtered through celite and then concentrated under reduced pressure. 300 mg of 6-[3-(5,6-dimethyl-1H-benzimidazol-2-yl)-2,4,5,7-tetrahydropyrazolo[3,4-c]pyridin-6-yl]-pyridin-3-ylamine are... The yield is 59.6%. Solvent: C(C)O (ethanol). Reactants: CC1=CC2=C(NC(=N2)C=2NN=C3CN(CCC32)C3=NC=C(C=C3)[N+](=O)[O-])C=C1C (3-(5,6-dimethyl-1H-benzimidazol-2-yl)-6-(5-nitropyridin-2-yl)-4,5,6,7-tetrahydro-2H-pyrazolo[3,4-c]pyridine), [H][H] (hydrogen). The reagents and catalysts are [Pd].C(=O)([O-])[O-].[Ca+2] (Pd CaCO3). Product: CC1=CC2=C(NC(=N2)C=2NN=C3CN(CCC32)C3=CC=C(C=N3)N)C=C1C (6-[3-(5,6-dimethyl-1H-benzimidazol-2-yl)-2,4,5,7-tetrahydropyrazolo[3,4-c]pyridin-6-yl]-pyridin-3-ylamine). Reactants: Pd-catalysed, ClC1=CC=2N(C(=N1)NCCNC1=NC=C(C=C1)C#N)C=C(N2)C(=O)OCC (Ethyl 7-chloro-5-({2-[(5-cyanopyridin-2-yl)amino]ethyl}amino)imidazo[1,2-c]pyrimidine-2-carboxylate), FC(C1=CC=C(C=C1)B(O)O)(F)F ([4-(trifluoromethyl)phenyl]boronic acid). The product is C(#N)C=1C=CC(=NC1)NCCNC1=NC(=CC=2N1C=C(N2)C(=O)O)C2=CC=C(C=C2)C(F)(F)F (5-({2-[(5-Cyanopyridin-2-yl)amino]ethyl}amino)-7-[4-(trifluoromethyl)phenyl]imidazo-[1,2-c]pyrimidine-2-carboxylic acid). RXN SMILES: Cl[C:2]1[N:7]=[C:6]([NH:8][CH2:9][CH2:10][NH:11][C:12]2[CH:17]=[CH:16][C:15]([C:18]#[N:19])=[CH:14][N:13]=2)[N:5]2[CH:20]=[C:21]([C:23]([O:25]CC)=[O:24])[N:22]=[C:4]2[CH:3]=1.[F:28][C:29]([F:40])([F:39])[C:30]1[CH:35]=[CH:34][C:33](B(O)O)=[CH:32][CH:31]=1>>[C:18]([C:15]1[CH:16]=[CH:17][C:12]([NH:11][CH2:10][CH2:9][NH:8][C:6]2[N:5]3[CH:20]=[C:21]([C:23]([OH:25])=[O:24])[N:22]=[C:4]3[CH:3]=[C:2]([C:33]3[CH:34]=[CH:35][C:30]([C:29]([F:40])([F:39])[F:28])=[CH:31][CH:32]=3)[N:7]=2)=[N:13][CH:14]=1)#[N:19]. Procedure details: In analogy to the preparation of Example 109, the desired product is prepared by Pd-catalysed coupling starting from ethyl 7-chloro-5-({2-[(5-cyanopyridin-2-yl)amino]ethyl}amino)-imidazo[1,2-c]pyrimidine-2-carboxylate (Example 59A) and [4-(trifluoromethyl)phenyl]boronic acid.